This data is from the Open Reaction Database (ORD), a public repository of structured organic reaction records. The task is: describe an organic reaction: reactants, conditions, products, and yield Reactants: Fc1ccc(Br)c(CBr)c1, CC1NC(=O)OC1c1ccccc1. Product: CC1C(c2ccccc2)OC(=O)N1Cc1cc(F)ccc1Br. Reaction SMILES: [Br:1][c:2]1[c:3]([CH2:4][Br:5])[cH:6][c:7]([F:10])[cH:8][cH:9]1.[CH3:11][CH:12]1[NH:13][C:14](=[O:23])[O:15][CH:16]1[c:17]1[cH:18][cH:19][cH:20][cH:21][cH:22]1>>[Br:1][c:2]1[c:3]([CH2:4][N:13]2[CH:12]([CH3:11])[CH:16]([c:17]3[cH:18][cH:19][cH:20][cH:21][cH:22]3)[O:15][C:14]2=[O:23])[cH:6][c:7]([F:10])[cH:8][cH:9]1. Reactants: C(C)(C)C1=NC(=C(C(=C1CO)C1=CC=C(C=C1)F)C=CCCCCC)C(C)C (2,6-Diisopropyl-3-hydroxymethyl-4-(4-fluorophenyl)-5-(1-heptenyl)-pyridine). Run in C(C)(=O)OCC.CCCCCC (ethyl acetate hexane). Product: C(C)(C)C1=NC(=C(C(=C1CO)C1=CC=C(C=C1)F)CCCCCCC)C(C)C (2,6-Diisopropyl-3-hydroxymethyl-4-(4-fluorophenyl)-5-heptylpyridine). RXN SMILES: [CH:1]([C:4]1[C:9]([CH2:10][OH:11])=[C:8]([C:12]2[CH:17]=[CH:16][C:15]([F:18])=[CH:14][CH:13]=2)[C:7]([CH:19]=[CH:20][CH2:21][CH2:22][CH2:23][CH2:24][CH3:25])=[C:6]([CH:26]([CH3:28])[CH3:27])[N:5]=1)([CH3:3])[CH3:2]>C(OCC)(=O)C.CCCCCC>[CH:1]([C:4]1[C:9]([CH2:10][OH:11])=[C:8]([C:12]2[CH:13]=[CH:14][C:15]([F:18])=[CH:16][CH:17]=2)[C:7]([CH2:19][CH2:20][CH2:21][CH2:22][CH2:23][CH2:24][CH3:25])=[C:6]([CH:26]([CH3:27])[CH3:28])[N:5]=1)([CH3:3])[CH3:2] |f:1.2|. Procedure: The title compound was prepared from 2,6-diisopropyl-3-hydroxymethyl-(4-fluorophenyl)-5-(1-heptenyl)pyridine (Example 32) according to the procedure described in Example 1, Step H. 1H NMR (300 MHz, CDCl3): δ7.13 (m, 4 H), 4.33 (s, 2 H), 3.41 (sept, J=6.6 Hz, 1 H), 3.22 (sept, J=6.6 Hz, 1 H), 2.26 (m, 2 H), 1.33 (d, J=6.6 Hz, 6 H), 1.30 (d, J=6.6 Hz, 6 H), 1.22 (m, 3 H), 1.11 (m, 8 H), 0.85 (t, J=7 Hz, 3 H). FAB-MS: calculated for (C25H36FNO) 385, found 386 (M+H). Anal. Calcd for C25H36FNO: C, 77... The reactants are CCOC(=O)c1ccc(NCC(O)c2ccc3c(c2)C(C)(C)CCC3(C)C)cc1, [Na+], [Na+], C1COCCO1, [O-]P([O-])O. The product is CCOC(=O)c1ccc(N2COC(c3ccc4c(c3)C(C)(C)CCC4(C)C)C2)cc1. Reaction SMILES: [C:1](=[O:2])([O:3][CH2:4][CH3:5])[c:6]1[cH:7][cH:8][c:9]([NH:12][CH2:13][CH:14]([OH:15])[c:16]2[cH:17][c:18]3[c:23]([cH:24][cH:25]2)[C:22]([CH3:26])([CH3:27])[CH2:21][CH2:20][C:19]3([CH3:28])[CH3:29])[cH:10][cH:11]1.[Na+:34].[Na+:35].[O:36]1[CH2:37][CH2:41][O:40][CH2:39][CH2:38]1.[P:30]([O-:31])([O-:32])[OH:33]>>[C:1](=[O:2])([O:3][CH2:4][CH3:5])[c:6]1[cH:7][cH:8][c:9]([N:12]2[CH2:13][CH:14]([c:16]3[cH:17][c:18]4[c:23]([cH:24][cH:25]3)[C:22]([CH3:26])([CH3:27])[CH2:21][CH2:20][C:19]4([CH3:28])[CH3:29])[O:15][CH2:37]2)[cH:10][cH:11]1. The reactants are [N+](=O)(O)[O-] (nitric acid), CC1=CC=NC2=C3N=CC=C(C3=CC=C12)C (4,7-Dimethyl-1,10-phenanthroline), [Br-].[K+] (potassium bromide), C(O)([O-])=O.[Na+] (sodium hydrogen carbonate), S(O)(O)(=O)=O (sulfuric acid). Solvent: O (water). Reaction conditions: temperature 82.5 celsius. The product is CC1=CC=NC=2C3=NC=CC(=C3C(C(C12)=O)=O)C (4,7-dimethyl-1,10-phenanthroline-5,6-dione). The yield is 15.0%. RXN SMILES: [CH3:1][C:2]1[C:15]2[C:6](=[C:7]3[C:12](=C[CH:14]=2)[C:11]([CH3:16])=[CH:10][CH:9]=[N:8]3)[N:5]=[CH:4][CH:3]=1.[Br-].[K+].S(=O)(=O)(O)O.[N+]([O-])(O)=[O:25].[C:28](=[O:31])([O-])O.[Na+]>O>[CH3:1][C:2]1[C:15]2[C:14](=[O:25])[C:28](=[O:31])[C:12]3[C:7](=[N:8][CH:9]=[CH:10][C:11]=3[CH3:16])[C:6]=2[N:5]=[CH:4][CH:3]=1 |f:1.2,5.6|. Reported procedure: 4,7-Dimethyl-1,10-phenanthroline (1 g, 4.8 mmol) was mixed well with 5.95 g (50 mmol) of potassium bromide and the mixture was placed in a 200 ml flask. The flask was cooled to 0° C., to which 20 ml of concentrated sulfuric acid was slowly added with stirring and, then, 10 ml of concentrated nitric acid was added in a similar manner. The reaction mixture was then heated at 80-85° C. for 2 hours. After being cooled to room temperature, the reaction mixture was poured into 400 ml of water. The aqu... Starting materials: CNC(=O)NOC, O=C=Nc1ccccc1F, Cc1ccccc1C. Yields the product CNC(=O)N(OC)C(=O)Nc1ccccc1F. As a reaction SMILES: [CH3:1][NH:2][C:3](=[O:4])[NH:5][O:6][CH3:7].[F:8][c:9]1[c:10]([N:15]=[C:16]=[O:17])[cH:11][cH:12][cH:13][cH:14]1.[c:18]1([CH3:19])[c:20]([CH3:21])[cH:22][cH:23][cH:24][cH:25]1>>[CH3:1][NH:2][C:3](=[O:4])[N:5]([O:6][CH3:7])[C:16]([NH:15][c:10]1[c:9]([F:8])[cH:14][cH:13][cH:12][cH:11]1)=[O:17]. RXN SMILES: Cl[CH2:2][C:3]1[O:4][CH:5]=[C:6]([C:8]([O:10][CH3:11])=[O:9])[N:7]=1.[F-:12].C([N+](CCCC)(CCCC)CCCC)CCC>C(#N)C.O>[CH3:11][O:10][C:8]([C:6]1[N:7]=[C:3]([CH2:2][F:12])[O:4][CH:5]=1)=[O:9] |f:1.2|. The solvent is O (water), C(C)#N (acetonitrile). Conditions: time 8 hour. Procedure: A solution of methyl 2-(chloromethyl)oxazole-4-carboxylate (CAS208465-72-9) (150 mg, 0.85 mmol) in acetonitrile (4.27 ml) was treated with tetra-n-butylammonium fluoride (2.56 ml, 2.56 mmol). The blue solution turned to orange and was left under stirring at room temperature overnight. For the workup, the reaction mixture was poured in water and extracted two times with ethyl acetate. The combined organic layers were washed with brine, dried over sodium sulphate, and concentrated at reduced press... Product: COC(=O)C=1N=C(OC1)CF (2-fluoromethyl-oxazole-4-carboxylic acid methyl ester). Reactants: ClCC=1OC=C(N1)C(=O)OC (methyl 2-(chloromethyl)oxazole-4-carboxylate), [F-].C(CCC)[N+](CCCC)(CCCC)CCCC (tetra-n-butylammonium fluoride). Starting materials: C(c1ccc2c(ccc(c2n1)O)[N+]([O-])=O)=O, CC1=CN=C(C=C1)N, [C-]#[N+]C1CCCCC1. The reagents and catalysts are O=C(O)C(F)(F)F (trifluoroacetic acid). Solvent: CC(C)O (isopropyl alcohol), CC(C)O (isopropylalcohol). Reaction conditions: temperature 22 celsius, time 20 hour. The product is Cc1ccc2nc(c3ccc4c(ccc(c4n3)O)[N+]([O-])=O)c(NC3CCCCC3)n2c1. Yield: 2.9%. RXN SMILES: CC1=CC=C(N)N=C1.[C-]#[N+]C1CCCCC1.OC1=C2N=C(C=O)C=CC2=C(C=C1)N(=O)=O>>CC1=CN2C(C=C1)=NC(=C2NC1CCCCC1)C1=NC2=C(O)C=CC(=C2C=C1)N(=O)=O. The reactants are N([C@@H](CC(NC(C1=CC=C(C)C=C1)(C1=CC=CC=C1)C1=CC=CC=C1)=O)C(=O)O)C(=O)OCC1=CC=CC=C1 (Z-Asn(Mtt)OH), O (water). The reagents and catalysts are [Pd] (palladium on carbon). The solvent is CO (methanol), Cl (hydrochloric acid). Product: N[C@@H](CC(NC(C1=CC=C(C)C=C1)(C1=CC=CC=C1)C1=CC=CC=C1)=O)C(=O)O (H-Asn(Mtt)OH). Isolated yield 80.0%. RXN SMILES: [NH:1](C(OCC1C=CC=CC=1)=O)[C@H:2]([C:27]([OH:29])=[O:28])[CH2:3][C:4](=[O:26])[NH:5][C:6]([C:20]1[CH:25]=[CH:24][CH:23]=[CH:22][CH:21]=1)([C:14]1[CH:19]=[CH:18][CH:17]=[CH:16][CH:15]=1)[C:7]1[CH:13]=[CH:12][C:10]([CH3:11])=[CH:9][CH:8]=1.O>CO.Cl.[Pd]>[NH2:1][C@H:2]([C:27]([OH:29])=[O:28])[CH2:3][C:4](=[O:26])[NH:5][C:6]([C:14]1[CH:19]=[CH:18][CH:17]=[CH:16][CH:15]=1)([C:20]1[CH:25]=[CH:24][CH:23]=[CH:22][CH:21]=1)[C:7]1[CH:8]=[CH:9][C:10]([CH3:11])=[CH:12][CH:13]=1. Procedure: A suspension of 52.3 g Z-Asn(Mtt)OH (100 mM) in 400 ml methanol and 100 ml IN hydrochloric acid is hydrogenated at room temperature and normal pressure in the presence of 2 g of a palladium on carbon (10%) catalyst. On completion of hydrogen uptake the catalyst is filtered off, washed with methanol and the filtrate, after addition of 13.9 ml triethylamine (100 mM) and 100 ml water, condensed in vacuo to a volume of about 300 ml. The crystalline precipitate is collected by filtration and washed w...